This data is from the Open Reaction Database (ORD), a public repository of structured organic reaction records. The task is: describe an organic reaction: reactants, conditions, products, and yield Starting materials: OC1=CC(OC1(C1=CC=CC=C1)C)=O (4-hydroxy-5-methyl-5-phenyl-5H-furan-2-one), C(C1=CC=CC=C1)=O (benzaldehyde), FC1=CC=C2C(=CNC2=C1)CCNC(C)=O (N-[2-(6-fluoro-1H-indol-3-yl)-ethyl]-acetamide). The product is FC1=CC=C2C(=C(NC2=C1)C(C1=CC=CC=C1)C=1C(OC(C1O)(C1=CC=CC=C1)C)=O)CCNC(C)=O (N-(2-{6-Fluoro-2-[(4-hydroxy-5-methyl-2-oxo-5-phenyl-2,5-dihydro-furan-3-yl)-phenyl-methyl]-1H-indol-3-yl}-ethyl)-acetamide). Reaction SMILES: [OH:1][C:2]1[C:6]([CH3:13])([C:7]2[CH:12]=[CH:11][CH:10]=[CH:9][CH:8]=2)[O:5][C:4](=[O:14])[CH:3]=1.[CH:15](=O)[C:16]1[CH:21]=[CH:20][CH:19]=[CH:18][CH:17]=1.[F:23][C:24]1[CH:32]=[C:31]2[C:27]([C:28]([CH2:33][CH2:34][NH:35][C:36](=[O:38])[CH3:37])=[CH:29][NH:30]2)=[CH:26][CH:25]=1>>[F:23][C:24]1[CH:32]=[C:31]2[C:27]([C:28]([CH2:33][CH2:34][NH:35][C:36](=[O:38])[CH3:37])=[C:29]([CH:15]([C:3]3[C:4](=[O:14])[O:5][C:6]([CH3:13])([C:7]4[CH:12]=[CH:11][CH:10]=[CH:9][CH:8]=4)[C:2]=3[OH:1])[C:16]3[CH:21]=[CH:20][CH:19]=[CH:18][CH:17]=3)[NH:30]2)=[CH:26][CH:25]=1. Reported procedure: Using general procedure C, 4-hydroxy-5-methyl-5-phenyl-5H-furan-2-one (Example A2) was reacted with benzaldehyde and N-[2-(6-fluoro-1H-indol-3-yl)-ethyl]-acetamide (Example 18.1.) to give the title compound as pale brown solid. MS: 499.5 ([M+H]+).